From a dataset of the Open Reaction Database (ORD), a public repository of structured organic reaction records. describe an organic reaction: reactants, conditions, products, and yield Run in aqueous buffer solution. Procedure: 81 g of 95% pure moenomycin A dissolved in 7 L of aqueous buffer solution, pH 7.9, conductivity 10.5 mS/cm (resulting from DEAE purification and ultrafiltration), are loaded onto a column with a capacity of 2.7 L (W×H=10 cm×35 cm) and packed with MCI GEL® CHP20P. Elution is carried out with a linear gradient from buffer A (m/15 phosphate buffer, pH 7.8) to buffer B (m/15 phosphate buffer, pH 7.8 with 33% 2-propanol). The column flow is fractionated and analyzed. The fractions with at least 98.8%... Starting materials: C[C@@H]1[C@H]([C@@H]([C@H]([C@@H](O1)O[C@@H]2[C@H](O[C@H]([C@@H]([C@H]2O)NC(=O)C)O[C@@H]3[C@H]([C@]([C@H](O[C@@H]3OP(=O)(O)OC[C@@H](C(=O)O)OC/C=C(\C)/CC/C=C/C(C)(C)CCC(=C)C/C=C(\C)/CCC=C(C)C)C(=O)N)(C)O)OC(=O)N)CO[C@H]4[C@@H]([C@H]([C@@H]([C@H](O4)CO)O)O)O)NC(=O)C)O)O[C@H]5[C@@H]([C@H]([C@H]([C@H](O5)C(=O)NC6=C(CCC6=O)O)O)O)O (moenomycin A), CCN(CC)CCO (DEAE). The yield is 0.4%. Yields the product C[C@@H]1[C@H]([C@@H]([C@H]([C@@H](O1)O[C@@H]2[C@H](O[C@H]([C@@H]([C@H]2O)NC(=O)C)O[C@@H]3[C@H]([C@@H]([C@H](O[C@@H]3OP(=O)(O)OC[C@H](C(=O)O)OC/C=C(/C)\CC/C=C/C(C)(C)CCC(=C)C/C=C(\C)/CCC=C(C)C)C(=O)N)O)OC(=O)N)CO[C@H]4[C@@H]([C@H]([C@@H]([C@H](O4)CO)O)O)O)NC(=O)C)O)O[C@H]5[C@@H]([C@H]([C@H]([C@H](O5)C(=O)NC6=C(CCC6=O)O)O)O)O (moenomycin A12). As a reaction SMILES: [CH3:1][C@H:2]1[O:7][C@@H:6]([O:8][C@H:9]2[C@H:14]([OH:15])[C@@H:13]([NH:16][C:17]([CH3:19])=[O:18])[C@H:12]([O:20][C@H:21]3[C@@H:26]([O:27][P:28]([O:31][CH2:32][C@H:33]([O:37][CH2:38]/[CH:39]=[C:40](/[CH2:42][CH2:43]/[CH:44]=[CH:45]/[C:46]([CH2:49][CH2:50][C:51]([CH2:53]/[CH:54]=[C:55](/[CH2:57][CH2:58][CH:59]=[C:60]([CH3:62])[CH3:61])\[CH3:56])=[CH2:52])([CH3:48])[CH3:47])\[CH3:41])[C:34]([OH:36])=[O:35])([OH:30])=[O:29])[O:25][C@H:24]([C:63]([NH2:65])=[O:64])[C@:23]([OH:67])(C)[C@@H:22]3[O:68][C:69]([NH2:71])=[O:70])[O:11][C@@H:10]2[CH2:72][O:73][C@@H:74]2[O:79][C@H:78]([CH2:80][OH:81])[C@@H:77]([OH:82])[C@H:76]([OH:83])[C@H:75]2[OH:84])[C@H:5]([NH:85][C:86]([CH3:88])=[O:87])[C@@H:4]([OH:89])[C@@H:3]1[O:90][C@@H:91]1[O:96][C@H:95]([C:97]([NH:99][C:100]2[C:104](=[O:105])[CH2:103][CH2:102][C:101]=2[OH:106])=[O:98])[C@H:94]([OH:107])[C@H:93]([OH:108])[C@H:92]1[OH:109].CCN(CCO)CC>>[CH3:1][C@H:2]1[O:7][C@@H:6]([O:8][C@H:9]2[C@H:14]([OH:15])[C@@H:13]([NH:16][C:17]([CH3:19])=[O:18])[C@H:12]([O:20][C@H:21]3[C@@H:26]([O:27][P:28]([O:31][CH2:32][C@@H:33]([O:37][CH2:38]/[CH:39]=[C:40](\[CH2:42][CH2:43]/[CH:44]=[CH:45]/[C:46]([CH2:49][CH2:50][C:51]([CH2:53]/[CH:54]=[C:55](/[CH2:57][CH2:58][CH:59]=[C:60]([CH3:61])[CH3:62])\[CH3:56])=[CH2:52])([CH3:47])[CH3:48])/[CH3:41])[C:34]([OH:36])=[O:35])([OH:30])=[O:29])[O:25][C@H:24]([C:63]([NH2:65])=[O:64])[C@@H:23]([OH:67])[C@@H:22]3[O:68][C:69]([NH2:71])=[O:70])[O:11][C@@H:10]2[CH2:72][O:73][C@@H:74]2[O:79][C@H:78]([CH2:80][OH:81])[C@@H:77]([OH:82])[C@H:76]([OH:83])[C@H:75]2[OH:84])[C@H:5]([NH:85][C:86]([CH3:88])=[O:87])[C@@H:4]([OH:89])[C@@H:3]1[O:90][C@@H:91]1[O:96][C@H:95]([C:97]([NH:99][C:100]2[C:101](=[O:106])[CH2:102][CH2:103][C:104]=2[OH:105])=[O:98])[C@H:94]([OH:107])[C@H:93]([OH:108])[C@H:92]1[OH:109]. Starting materials: ice, BrC1=CC(=C(C=C1)O)C (4-bromo-2-methylphenol), N1=CC=CC=C1 (pyridine), C(C)(=O)Cl (acetyl chloride). Solvent: ClCCl (dichloromethane), ClCCl (dichloromethane). Reaction conditions: time 2 hour. Yields the product C(C)(=O)OC1=C(C=C(C=C1)Br)C (4-bromo-2-methylphenyl acetate). Isolated yield 115.9%. As a reaction SMILES: [Br:1][C:2]1[CH:7]=[CH:6][C:5]([OH:8])=[C:4]([CH3:9])[CH:3]=1.N1C=CC=CC=1.[C:16](Cl)(=[O:18])[CH3:17]>ClCCl>[C:16]([O:8][C:5]1[CH:6]=[CH:7][C:2]([Br:1])=[CH:3][C:4]=1[CH3:9])(=[O:18])[CH3:17]. Procedure details: An ice-cold solution of 4-bromo-2-methylphenol (5.6 g, 30 mmol) and pyridine (6.1 mL, 75 mmol) in 50 mL of anhydrous dichloromethane was treated with a solution of acetyl chloride (2.8 mL, 26 mmol) in 5 mL of anhydrous dichloromethane. After 2 hours, the reaction mixture was concentrated in vacuo. The resulting residue was treated with crushed ice, diluted with 150 mL of dichloromethane, washed with water, dried over sodium sulfate, filtered, and concentrated in vacuo to give 6.9 g of 4-bromo-2-... Reactants: CCOC(=O)Cn1ncc2c1CCCC2N(C)S(=O)(=O)c1cc(F)cc(C(F)(F)F)c1, SC1CCCC1. Product: CCOC(=O)Cn1ncc2c1CCCC2N(C)S(=O)(=O)c1cc(SC2CCCC2)cc(C(F)(F)F)c1. RXN SMILES: [CH2:1]([CH3:2])[O:3][C:4]([CH2:5][n:6]1[n:7][cH:8][c:9]2[c:14]1[CH2:13][CH2:12][CH2:11][CH:10]2[N:15]([CH3:16])[S:17](=[O:18])(=[O:19])[c:20]1[cH:21][c:22]([F:30])[cH:23][c:24]([C:26]([F:27])([F:28])[F:29])[cH:25]1)=[O:31].[CH:32]1([SH:37])[CH2:33][CH2:34][CH2:35][CH2:36]1>>[CH2:1]([CH3:2])[O:3][C:4]([CH2:5][n:6]1[n:7][cH:8][c:9]2[c:14]1[CH2:13][CH2:12][CH2:11][CH:10]2[N:15]([CH3:16])[S:17](=[O:18])(=[O:19])[c:20]1[cH:21][c:22]([S:37][CH:32]2[CH2:33][CH2:34][CH2:35][CH2:36]2)[cH:23][c:24]([C:26]([F:27])([F:28])[F:29])[cH:25]1)=[O:31]. Starting materials: [Al+3], C1CCOC1, CCOC(C)=O, CO, [H-], [H-], [H-], [H-], [Li+], O, O=C(O)c1ccc2cc[nH]c2c1. Product: OCc1ccc2cc[nH]c2c1. As a reaction SMILES: [Al+3:19].[CH2:13]1[O:14][CH2:15][CH2:16][CH2:17]1.[CH3:24][CH2:25][O:26][C:27](=[O:28])[CH3:29].[CH3:31][OH:32].[H-:18].[H-:21].[H-:22].[H-:23].[Li+:20].[OH2:30].[nH:1]1[cH:2][cH:3][c:4]2[cH:5][cH:6][c:7]([C:10](=[O:11])[OH:12])[cH:8][c:9]12>>[nH:1]1[cH:2][cH:3][c:4]2[cH:5][cH:6][c:7]([CH2:10][OH:11])[cH:8][c:9]12. The reactants are aryl-substituted rhodanine, S1C(=S)NC(=O)C1 (rhodanine), CC(C)(C)C=1C=C(C=C(C1O)C(C)(C)C)N1C(SCC1=O)=C ([3,5-Bis(1,1-dimethylethyl)-4-hydroxyphenyl]-methylene-4-thiazolidinone), CC(C)(C)C=1C=C(C=C(C1O)C(C)(C)C)N1C(SCC1=O)=C ([3,5-Bis(1,1-dimethylethyl)-4-hydroxyphenyl]-methylene-4-thiazolidinone), CC(C)(C)C=1C=C(C=C(C1O)C(C)(C)C)CC1C(NCS1)=O (5-[[3,5-bis-(1,1-dimethylethyl)-4-hydroxyphenyl]methyl]-4-thiazolidinone), CC(C)(C)C=1C=C(C=C(C1O)C(C)(C)C)CC1C(NCS1)=O (5-[[3,5-bis-(1,1-dimethylethyl)-4-hydroxyphenyl]methyl]-4-thiazolidinone), CC(C)(C)N1CSC(C1=O)C(C)(C)C (3,5-bis (1,1-dimethylethyl)-4-thiazolidinone), CC(C)(C)N1CSC(C1=O)C(C)(C)C (3,5-bis (1,1-dimethylethyl)-4-thiazolidinone), Compound A, C(C)(C)(C)C=1C=C(C=O)C=C(C1O)C(C)(C)C (3,5-di-tert-butyl-4-hydroxybenzaldehyde), CC(C)(C)C=1C=C(C=C(C1O)C(C)(C)C)C=C1C(NC(S1)=S)=O (5-[[3,5-bis(1,1-dimethylethyl)-4hydroxyphenyl]methylene]-2-thioxo-4-thiazolidinone). The reagents and catalysts are fused sodium acetate. The solvent is C(C)(=O)O (acetic acid). Product: CC(C)(C)C=1C=C(C=C(C1O)C(C)(C)C)CC1C(NC(S1)=S)=O (5-[[3,5-bis(1,1-dimethylethyl)-4-hydroxyphenyl]methyl]-2-thioxo-4-thiazolidinone). As a reaction SMILES: [CH3:1][C:2]([C:5]1[CH:6]=[C:7]([CH:16]=[C:17]2[S:21][C:20](=[S:22])[NH:19][C:18]2=[O:23])[CH:8]=[C:9]([C:12]([CH3:15])([CH3:14])[CH3:13])[C:10]=1[OH:11])([CH3:4])[CH3:3].C(C1C=C(C=C(C(C)(C)C)C=1O)C=O)(C)(C)C.S1CC(=O)NC1=S.CC(C1C=C(N2C(=O)CSC2=C)C=C(C(C)(C)C)C=1O)(C)C.CC(C1C=C(CC2SCNC2=O)C=C(C(C)(C)C)C=1O)(C)C.CC(N1C(=O)C(C(C)(C)C)SC1)(C)C>C(O)(=O)C>[CH3:15][C:12]([C:9]1[CH:8]=[C:7]([CH2:16][CH:17]2[S:21][C:20](=[S:22])[NH:19][C:18]2=[O:23])[CH:6]=[C:5]([C:2]([CH3:1])([CH3:3])[CH3:4])[C:10]=1[OH:11])([CH3:13])[CH3:14]. Reported procedure: The aryl-substituted rhodanine derivatives of formula I are either known in the art or may be prepared by any of a number of well-known procedures. For example, Teuber et al., Leibigs Ann. Chem., 757 (1978) disclose 5-[[3,5-bis(1,1-dimethylethyl)-4hydroxyphenyl]methylene]-2-thioxo-4-thiazolidinone (referred to in the following discussion as Compound A). The compound is prepared by reacting 3,5-di-tert-butyl-4-hydroxybenzaldehyde with rhodanine at reflux temperature in glacial acetic acid using f... Yield: 83.0%. Conditions: temperature 50 celsius, time 30 minute. RXN SMILES: [Cl-].[Al+3].[Cl-].[Cl-].[Cl:5][CH2:6][CH2:7][CH2:8][CH2:9][C:10](Cl)=[O:11].[CH3:13][O:14][C:15]1[C:16](OC)=[C:17]([O:21][CH3:22])[CH:18]=[CH:19][CH:20]=1.[C:25](OCC)(=[O:27])C>ClCCCl>[Cl:5][CH2:6][CH2:7][CH2:8][CH2:9][C:10]([C:16]1[C:17]([O:21][CH3:22])=[CH:18][C:19]([O:27][CH3:25])=[CH:20][C:15]=1[O:14][CH3:13])=[O:11] |f:0.1.2.3|. Solvent: ClCCCl (1,2-dichloroethane), ClCCCl (1,2-dichloroethane). Reactants: [Cl-].[Al+3].[Cl-].[Cl-] (aluminum chloride), ClCCCCC(=O)Cl (5-chlorovaleryl chloride), COC=1C(=C(C=CC1)OC)OC (trimethoxybenzene), Formula 3, C(C)(=O)OCC (ethyl acetate). The product is ClCCCCC(=O)C1=C(C=C(C=C1OC)OC)OC (5-chloro-1-(2,4,6-trimethoxyphenyl)-1-pentanone). Procedure details: The following is the preparation of a compound of Formula 3 in which A mixture of aluminum chloride (22.6 g, 170 mmol), 5-chlorovaleryl chloride (26.4 g, 170 mmol), and 1,2-dichloroethane (200 mL) was stirred for 30 minutes, and then filtered. The filtrate was added to a solution of trimethoxybenzene (26.7 g, 158 mmol) in 1,2-dichloroethane (100 mL); with reaction mixture warming spontaneously to approximately 50° C. Thin layer chromatography of a water-quenched sample taken after four hours sho... Starting materials: BrC1=C(C=NC=C1)N(C(C1=CC(=CC(=C1)C(F)(F)F)C(F)(F)F)=O)C (N-(4-bromo-pyridin-3-yl)-N-methyl-3,5-bis-trifluoromethyl-benzamide), FC1=C(C(=CC=C1)OC)B(O)O (2-fluoro-6-methoxy-phenylboronic acid). Yields the product FC1=C(C(=CC=C1)OC)C1=C(C=NC=C1)N(C(C1=CC(=CC(=C1)C(F)(F)F)C(F)(F)F)=O)C (N-[4-(2-Fluoro-6-methoxy-phenyl)-pyridin-3-yl]-N-methyl-3,5-bis-trifluoromethyl-benzamide). As a reaction SMILES: Br[C:2]1[CH:7]=[CH:6][N:5]=[CH:4][C:3]=1[N:8]([CH3:25])[C:9](=[O:24])[C:10]1[CH:15]=[C:14]([C:16]([F:19])([F:18])[F:17])[CH:13]=[C:12]([C:20]([F:23])([F:22])[F:21])[CH:11]=1.[F:26][C:27]1[CH:32]=[CH:31][CH:30]=[C:29]([O:33][CH3:34])[C:28]=1B(O)O>>[F:26][C:27]1[CH:32]=[CH:31][CH:30]=[C:29]([O:33][CH3:34])[C:28]=1[C:2]1[CH:7]=[CH:6][N:5]=[CH:4][C:3]=1[N:8]([CH3:25])[C:9](=[O:24])[C:10]1[CH:15]=[C:14]([C:16]([F:19])([F:18])[F:17])[CH:13]=[C:12]([C:20]([F:23])([F:22])[F:21])[CH:11]=1. Procedure details: The title compound was prepared in analogy to example 58, from N-(4-bromo-pyridin-3-yl)-N-methyl-3,5-bis-trifluoromethyl-benzamide (example 25, intermediate a) and 2-fluoro-6-methoxy-phenylboronic acid (CAS RN 78495-63-3) and using preparative HPLC for the chromatographic purification. Off-white solid (36%). MS (ESI): m/z=473.2 [M+H]+. Starting materials: BrC=1C=C2C=CC(=C(C2=CC1)[N+](=O)[O-])OC (6-bromo-2-methoxy-1-nitronaphthalene), O (Water), CN(C=O)C (dimethylformamide), N (NH3). Run in CO (MeOH). Reaction conditions: temperature 130 celsius, time 48 hour. Product: BrC=1C=C2C=CC(=C(C2=CC1)[N+](=O)[O-])N (6-bromo-1-nitronaphthalen-2-amine). The yield is 95.0%. RXN SMILES: [Br:1][C:2]1[CH:3]=[C:4]2[C:9](=[CH:10][CH:11]=1)[C:8]([N+:12]([O-:14])=[O:13])=[C:7](OC)[CH:6]=[CH:5]2.C[N:18](C)C=O.N.O>CO>[Br:1][C:2]1[CH:3]=[C:4]2[C:9](=[CH:10][CH:11]=1)[C:8]([N+:12]([O-:14])=[O:13])=[C:7]([NH2:18])[CH:6]=[CH:5]2. Reported procedure: 6-bromo-2-methoxy-1-nitronaphthalene (12.6 g, 44.7 mmol), dimethylformamide (25.6 mL) and 7N NH3 solution in MeOH (128 mL, purchased from Sigma Aldrich) were combined in a Parr bomb. The bomb was heated in a lab oven at 130° C. After 48 hours, the reactor was removed from the oven and cooled to room temperature. The contents of the bomb were transferred to a glass round bottom flask. The bomb was thoroughly rinsed with dichloromethane and methanol, and the rinsings added to the flask. The conten... The reactants are CC1=CC(=NO1)C(=O)OCC (ethyl 5-methyl-3-isoxazolecarboxylate), [OH-].[Na+] (sodium hydroxide), [Cl-].[Na+] (sodium chloride), Cl (hydrochloric acid). Solvent: O (water). Run at temperature 0 celsius. Yields the product CC1=CC(=NO1)C(=O)O (5-methyl-3-isoxazolecarboxylic acid). As a reaction SMILES: [CH3:1][C:2]1[O:6][N:5]=[C:4]([C:7]([O:9]CC)=[O:8])[CH:3]=1.[OH-].[Na+].Cl.[Cl-].[Na+]>O>[CH3:1][C:2]1[O:6][N:5]=[C:4]([C:7]([OH:9])=[O:8])[CH:3]=1 |f:1.2,4.5|. Procedure: A mixture of 1.55 g of ethyl 5-methyl-3-isoxazolecarboxylate (1A) (P. G. Baraldi, et al., Journal of Heterocyclic Chemistry, volume 19, pages 557-560 (1982)) and 20 ml of 10% w:v sodium hydroxide in water was stirred at room temperature for 2 hours. The resulting mixture was cooled to 0° C., acidified with 6N hydrochloric acid to pH 3, saturated with sodium chloride and extracted with ethyl acetate. The extract was dried (MgSO4) and stripped of solvent to give 5-methyl-3-isoxazolecarboxylic acid... Starting materials: IC1=NN(C2=NC=NC(=C21)N)C2CCN(CC2)C (3-Iodo-1-(1-methyl-4-piperidyl)-1H-pyrazolo[3,4-d]pyrimidin-4-amine), COC1=C(C=CC(=C1)B1OC(C(O1)(C)C)(C)C)NC(OC(C)(C)C)=O (tert-butyl N-[2-methoxy-4-(4,4,5,5-tetramethyl-1,3,2-dioxaborolan-2-yl)phenyl]carbamate), palladium tetrakistriphenyphosphine, C([O-])([O-])=O.[Na+].[Na+] (sodium carbonate), COCCOC (ethylene glycol dimethyl ether). Run in O (water). Yields the product NC1=C2C(=NC=N1)N(N=C2C2=CC(=C(C=C2)NC(OC(C)(C)C)=O)OC)C2CCN(CC2)C (tert-butyl N-{4-[4-amino-1-(1-methyl-4-piperidyl)-1H-pyrazolo[3,4-d]pyrimidin-3-yl]-2-methoxyphenyl}carbamate). Isolated yield 73.1%. Reaction SMILES: I[C:2]1[C:10]2[C:5](=[N:6][CH:7]=[N:8][C:9]=2[NH2:11])[N:4]([CH:12]2[CH2:17][CH2:16][N:15]([CH3:18])[CH2:14][CH2:13]2)[N:3]=1.[CH3:19][O:20][C:21]1[CH:26]=[C:25](B2OC(C)(C)C(C)(C)O2)[CH:24]=[CH:23][C:22]=1[NH:36][C:37](=[O:43])[O:38][C:39]([CH3:42])([CH3:41])[CH3:40].C(=O)([O-])[O-].[Na+].[Na+].COCCOC>O>[NH2:11][C:9]1[N:8]=[CH:7][N:6]=[C:5]2[N:4]([CH:12]3[CH2:17][CH2:16][N:15]([CH3:18])[CH2:14][CH2:13]3)[N:3]=[C:2]([C:25]3[CH:24]=[CH:23][C:22]([NH:36][C:37](=[O:43])[O:38][C:39]([CH3:40])([CH3:41])[CH3:42])=[C:21]([O:20][CH3:19])[CH:26]=3)[C:10]=12 |f:2.3.4|. Procedure details: 3-Iodo-1-(1-methyl-4-piperidyl)-1H-pyrazolo[3,4-d]pyrimidin-4-amine (270 mg, 0.754 mmol), tert-butyl N-[2-methoxy-4-(4,4,5,5-tetramethyl-1,3,2-dioxaborolan-2-yl)phenyl]carbamate(290 mg, 0.829 mmol), palladium tetrakistriphenyphosphine(52 mg, 0.045 mmol) and sodium carbonate (192 mg, 1.81 mmol) were mixed with ethylene glycol dimethyl ether (8 mL) and water (4 mL). The reaction mixture was heated at reflux overnight. Organic solvent was removed under reduced pressure and the aqueous layer was ext...